This data is from the Open Reaction Database (ORD), a public repository of structured organic reaction records. The task is: describe an organic reaction: reactants, conditions, products, and yield Reactants: ClC=1C=C2C3=C(NC2=CC1)C(NCC3)CC(=O)OCC (ethyl 6-chloro-2,3,4,9-tetrahydro-1H-pyrido[3,4-b]indole-1-acetate), Cl (hydrogen chloride), Pyridoindoles, C1CCCCC1 (cyclohexane), CN=C=O (methyl isocyanate). Solvent: C(C)O (ethanol), C(C)O (ethanol). Product: ClC=1C=C2C3=C(NC2=CC1)C1N(CC3)C(N(C(C1)=O)C)=O (9-Chloro-3-methyl-1,2,3,4,6,7,12,12b-octahydropyrimido[1',6':1,2]pyrido[3,4-b]indole-2,4-dione). RXN SMILES: [Cl:1][C:2]1[CH:3]=[C:4]2[C:8](=[CH:9][CH:10]=1)[NH:7][C:6]1[CH:11]([CH2:15][C:16]([O:18]CC)=O)[NH:12][CH2:13][CH2:14][C:5]2=1.C1CCCCC1.[CH3:27][N:28]=[C:29]=[O:30].Cl>C(O)C>[Cl:1][C:2]1[CH:3]=[C:4]2[C:8](=[CH:9][CH:10]=1)[NH:7][C:6]1[CH:11]3[CH2:15][C:16](=[O:18])[N:28]([CH3:27])[C:29](=[O:30])[N:12]3[CH2:13][CH2:14][C:5]2=1. Reported procedure: 10 g of ethyl 6-chloro-2,3,4,9-tetrahydro-1H-pyrido[3,4-b]indole-1-acetate (prepared according to the patent entitled Pyridoindoles, filed by the Applicant Company on this same day) are placed in a round-bottomed flask and 150 ml of cyclohexane and 2.5 ml (1.9 g) of methyl isocyanate are added. The mixture is heated at the reflux temperature for 1 hour. It is cooled in an ice bath and filtered. This yields a white solid which is taken up in 150 ml of ethanol. The mixture is stirred and ethanol s... Starting materials: N(=O)OC(C)(C)C (t-butyl nitrite), N(=O)OC(C)(C)C (t-Butyl nitrite), ClC=1C=CC(=C(N)C1)C (5-chloro-2-methylaniline), CSSC (dimethyl disulphide), ClC=1C=CC(=C(N)C1)C (5-chloro-2-methylaniline). Solvent: C(Cl)(Cl)Cl (chloroform). Reaction conditions: time 2 hour. Yields the product ClC1=CC(=C(C=C1)C)SC (4-chloro-2-methylsulphenyltoluene). The yield is 504.3%. Reaction SMILES: N(OC(C)(C)C)=O.[Cl:8][C:9]1[CH:10]=[CH:11][C:12]([CH3:16])=[C:13]([CH:15]=1)N.[CH3:17][S:18]SC>C(Cl)(Cl)Cl>[Cl:8][C:9]1[CH:10]=[CH:11][C:12]([CH3:16])=[C:13]([S:18][CH3:17])[CH:15]=1. Procedure details: t-Butyl nitrite (4 ml) was added to a mixture of 5-chloro-2-methylaniline (4 g) and dimethyl disulphide (26.3 g) in chloroform. After the reaction started t-butyl nitrite (17.7 ml) and 5-chloro-2-methylaniline (16 g) were added simultaneously. The mixture was stirred at room temperature for 2 hours and left to stand overnight. The mixture was washed with water, aqueous hydrochloric acid (2M), water, dried (anhydrous magnesium sulphate) and filtered. The filtrate was evaporated to dryness to give...